Dataset: the Open Reaction Database (ORD), a public repository of structured organic reaction records. Task: describe an organic reaction: reactants, conditions, products, and yield Reactants: CCCCCC[N+](CCCCCC)(CCCCCC)CCCCCC, CO, [OH-], C=CC(=O)O. Product: CCCCCC[N+](CCCCCC)(CCCCCC)CCCCCC, C=CC(=O)[O-]. Reaction SMILES: [CH2:2]([CH2:3][CH2:4][CH2:5][CH2:6][CH3:7])[N+:8]([CH2:9][CH2:10][CH2:11][CH2:12][CH2:13][CH3:14])([CH2:15][CH2:16][CH2:17][CH2:18][CH2:19][CH3:20])[CH2:21][CH2:22][CH2:23][CH2:24][CH2:25][CH3:26].[CH3:32][OH:33].[OH-:1].[OH:27][C:28](=[O:29])[CH:30]=[CH2:31]>>[CH2:2]([CH2:3][CH2:4][CH2:5][CH2:6][CH3:7])[N+:8]([CH2:9][CH2:10][CH2:11][CH2:12][CH2:13][CH3:14])([CH2:15][CH2:16][CH2:17][CH2:18][CH2:19][CH3:20])[CH2:21][CH2:22][CH2:23][CH2:24][CH2:25][CH3:26].[O:27]=[C:28]([O-:29])[CH:30]=[CH2:31]. Reactants: CO, Cl, [Na+], O=C1CCC2(CC1)OCCO2, [OH-], Nc1cc[nH]n1. The product is c1cc(NC2CCC3(CC2)OCCO3)[nH]n1. RXN SMILES: [CH3:19][OH:20].[ClH:18].[Na+:22].[O:7]1[CH2:8][CH2:9][O:10][C:11]12[CH2:12][CH2:13][C:14](=[O:17])[CH2:15][CH2:16]2.[OH-:21].[nH:1]1[n:2][c:3]([NH2:6])[cH:4][cH:5]1>>[n:1]1[nH:2][c:3]([NH:6][CH:14]2[CH2:13][CH2:12][C:11]3([O:7][CH2:8][CH2:9][O:10]3)[CH2:16][CH2:15]2)[cH:4][cH:5]1. The reactants are [OH-].[Li+] (Lithium hydroxide), S(=O)(Cl)Cl (thionyl chloride), ClC1=C(C(=O)O)C=C(C=N1)F (2-Chloro-5-fluoro-nicotinic acid), 0634413 A1, ethyl ester, C(C)OC(C1=C(N=CC(=C1)F)Cl)=O (2-chloro-5-fluoro-nicotinic acid ethyl ester), C([O-])([O-])=O.[Cs+].[Cs+] (cesium carbonate), C1OC2=C(O1)C=C(C=C2)O (sesamol). Reported procedure: 2-Chloro-5-fluoro-nicotinic acid (synthesized in accordance with the procedures described in European patent: EP 0634413 A1) was converted to the corresponding ethyl ester with anhydrous ethanol and excess thionyl chloride, then worked up in the usual manner. To 2-chloro-5-fluoro-nicotinic acid ethyl ester (5.0 g) in an oven-dried 250 mL flask was added cesium carbonate (9.60 g), sesamol (4.07 g), and 50 mL of anhydrous dioxane. The reaction was stirred overnight at 100° C. Lithium hydroxide (2.... Yields the product O1COC2=C1C=CC(=C2)OC2=C(C(=O)O)C=C(C=N2)F (2-(Benzo[1,3]dioxol-5-yloxy)-5-fluoro-nicotinic acid). The solvent is O (water), C(C)O (ethanol), O1CCOCC1 (dioxane). RXN SMILES: Cl[C:2]1[N:10]=[CH:9][C:8]([F:11])=[CH:7][C:3]=1[C:4]([OH:6])=[O:5].S(Cl)(Cl)=O.C(OC(=O)C1C=C(F)C=NC=1Cl)C.C(=O)([O-])[O-].[Cs+].[Cs+].[CH2:35]1[O:39][C:38]2[CH:40]=[C:41]([OH:44])[CH:42]=[CH:43][C:37]=2[O:36]1.[OH-].[Li+]>O.O1CCOCC1.C(O)C>[O:36]1[C:37]2[CH:43]=[CH:42][C:41]([O:44][C:2]3[N:10]=[CH:9][C:8]([F:11])=[CH:7][C:3]=3[C:4]([OH:6])=[O:5])=[CH:40][C:38]=2[O:39][CH2:35]1 |f:3.4.5,7.8|. Conditions: temperature 100 celsius, time 8 hour. The solvent is CCO (EtOH). Procedure: To a suspension of 5-bromo-3-formylpyridine (1.25 g, 6.72 mmol) in EtOH/H2O (6/1, 17.8 mL) was added cyclohexenylboronic acid (1.02 g, 8.06 mmol) and potassium acetate (1.65 g, 16.8 mmol). The solution was degassed three times and dichlorobis(4-(di-tert-butylphosphino)-N,N-dimethylaniline)palladium (II) (0.084 g, 0.13 mmol) was added. The reaction was stirred at 80° C. for 18 h, and cooled to RT. The reaction mixture was concentrated, then triturated in EtOH and filtered. The filtrate was dilute... Yields the product BrC=1C=C2C=C(C(=NC2=CC1)Cl)CO ((6-bromo-2-chloroquinolin-3-yl)methanol). As a reaction SMILES: [Br:1][C:2]1[CH:3]=[C:4]2[C:9](=[CH:10][CH:11]=1)[N:8]=[C:7]([Cl:12])[C:6]([CH:13]=[O:14])=[CH:5]2.[BH4-].[Na+]>CCO>[Br:1][C:2]1[CH:3]=[C:4]2[C:9](=[CH:10][CH:11]=1)[N:8]=[C:7]([Cl:12])[C:6]([CH2:13][OH:14])=[CH:5]2 |f:1.2|. Reaction conditions: temperature 0 celsius, time 40 minute. The reactants are BrC=1C=C2C=C(C(=NC2=CC1)Cl)C=O (6-Bromo-2-chloroquinoline-3-carbaldehyde), [BH4-].[Na+] (sodium borohydride). Reactants: CON(C(=O)C=1N=CN(C1)C=1C=C(C=CC1)C1=C(C=CC=C1F)OC)C (1-(6′-Fluoro-2′-methoxy-biphenyl-3-yl)-1H-imidazole-4-carboxylic acid methoxy-methyl-amide), BrC1=NC=CC=C1C (2-bromo-3-methylpyridine). The product is FC1=CC=CC(=C1C1=CC(=CC=C1)N1C=NC(=C1)C(=O)C1=NC=CC=C1C)OC ([1-(6′-Fluoro-2′-methoxy-biphenyl-3-yl)-1H-imidazol-4-yl]-(3-methyl-pyridin-2-yl)-methanone). Reaction SMILES: CON(C)[C:4]([C:6]1[N:7]=[CH:8][N:9]([C:11]2[CH:12]=[C:13]([C:17]3[C:22]([F:23])=[CH:21][CH:20]=[CH:19][C:18]=3[O:24][CH3:25])[CH:14]=[CH:15][CH:16]=2)[CH:10]=1)=[O:5].Br[C:28]1[C:33]([CH3:34])=[CH:32][CH:31]=[CH:30][N:29]=1>>[F:23][C:22]1[C:17]([C:13]2[CH:14]=[CH:15][CH:16]=[C:11]([N:9]3[CH:10]=[C:6]([C:4]([C:28]4[C:33]([CH3:34])=[CH:32][CH:31]=[CH:30][N:29]=4)=[O:5])[N:7]=[CH:8]3)[CH:12]=2)=[C:18]([O:24][CH3:25])[CH:19]=[CH:20][CH:21]=1. Procedure details: This compound is prepared by method C using compound 12g and 2-bromo-3-methylpyridine Reactants: C1(=CCCCC1)C#N (cyclohexenecarbonitrile), [Al+3].[Cl-].[Cl-].[Cl-] (AlCl3), C1=CC=CC=C1 (benzene). Run at time 2 hour. Yields the product C1(=CC=CC=C1)C(CC=CC#N)CC (4-phenylhexenecarbonitrile). Reaction SMILES: [C:1]1([C:7]#[N:8])[CH2:6][CH2:5][CH2:4][CH2:3][CH:2]=1.[Al+3].[Cl-].[Cl-].[Cl-].[CH:13]1[CH:18]=[CH:17][CH:16]=[CH:15][CH:14]=1>>[C:13]1([CH:4]([CH2:5][CH3:6])[CH2:3][CH:2]=[CH:1][C:7]#[N:8])[CH:18]=[CH:17][CH:16]=[CH:15][CH:14]=1 |f:1.2.3.4|. Procedure: A solution of cyclohexenecarbonitrile (9 mL, 80.6 mmol) and benzene (75 mL) was treated portionwise with AlCl3 (13 g, 97 mmol) then stirred at room temperature for 2 hours. The mixture was poured onto ice and extracted with ethyl acetate. The extract was washed sequentially with water and brine, dried (MgSO4), and concentrated. The residue was distilled at 125° C. (0.6 mm Hg) to provide the title compound. Reactants: CCOCC(=O)Cl, ClCCl, CNc1cccc(N)c1C#N, O, c1ccncc1. Yields the product CCOCC(=O)Nc1cccc(NC)c1C#N. Reaction SMILES: [CH2:18]([CH3:19])[O:20][CH2:21][C:22](=[O:23])[Cl:24].[CH2:26]([Cl:27])[Cl:28].[NH2:1][c:2]1[c:3]([C:4]#[N:5])[c:6]([NH:10][CH3:11])[cH:7][cH:8][cH:9]1.[OH2:25].[cH:12]1[cH:13][cH:14][n:15][cH:16][cH:17]1>>[NH:1]([c:2]1[c:3]([C:4]#[N:5])[c:6]([NH:10][CH3:11])[cH:7][cH:8][cH:9]1)[C:22]([CH2:21][O:20][CH2:18][CH3:19])=[O:23]. As a reaction SMILES: COC1C=CC(C[O:8][N:9]([CH2:20][CH2:21][CH2:22][P:23](=[O:34])([O:29]CCCC)[O:24]CCCC)[S:10]([C:13]2[CH:19]=[CH:18][C:16]([CH3:17])=[CH:15][CH:14]=2)(=[O:12])=[O:11])=CC=1.Cl.C(O)(=[O:40])C.C>O>[C:16]1([CH3:17])[CH:15]=[CH:14][C:13]([S:10]([OH:11])(=[O:12])=[O:40])=[CH:19][CH:18]=1.[OH:8][NH:9][CH2:20][CH2:21][CH2:22][P:23](=[O:24])([OH:34])[OH:29]. Starting materials: COC1=CC=C(CON(S(=O)(=O)C2=CC=C(C)C=C2)CCCP(OCCCC)(OCCCC)=O)C=C1 (dibutyl 3-[N-(p-methoxybenzyloxy)-N-tosylamino]propylphosphonate), Cl (hydrochloric acid), C(C)(=O)O (acetic acid), C (charcoal). Procedure: A mixture of dibutyl 3-[N-(p-methoxybenzyloxy)-N-tosylamino]propylphosphonate (28.4 g), 6 N hydrochloric acid (280 ml) and acetic acid (280 ml) was refluxed with stirring for 20 hours. The resultant mixture was concentrated under reduced pressure to give a residue, and then water was added thereto. The mixture was treated with an activated charcoal, whereafter the mixture was concentrated under reduced pressure to give an oily residue. The oily residue was washed with ether and dried under reduc... The solvent is O (water). Reaction conditions: time 20 hour. Product: C1(=CC=C(C=C1)S(=O)(=O)O)C (p-toluenesulfonic acid), ONCCCP(O)(O)=O (3-(N-hydroxyamino)propylphosphonic acid). The reactants are [H-].[Na+] (sodium hydride), Cl (hydrochloric acid), C(CC(=O)OC)(=O)OC (dimethyl malonate), [N+](=O)([O-])C1=CC=C(C=C1)C(C)Br (1-(4-nitrophenyl)ethyl bromide), [N+](=O)([O-])C1=CC=C(C=C1)C(C)Br (1-(4-nitrophenyl)ethyl bromide). Solvent: CS(=O)C (dimethyl sulfoxide). Run at time 20 hour. Yields the product [N+](=O)([O-])C1=CC=C(C=C1)C(C)C(C(=O)OC)C(=O)OC (dimethyl 1-(4-nitrophenyl)ethylmalonate). The yield is 93.8%. RXN SMILES: [H-].[Na+].[C:3]([O:10][CH3:11])(=[O:9])[CH2:4][C:5]([O:7][CH3:8])=[O:6].[N+:12]([C:15]1[CH:20]=[CH:19][C:18]([CH:21](Br)[CH3:22])=[CH:17][CH:16]=1)([O-:14])=[O:13].Cl>CS(C)=O>[N+:12]([C:15]1[CH:20]=[CH:19][C:18]([CH:21]([CH:4]([C:3]([O:10][CH3:11])=[O:9])[C:5]([O:7][CH3:8])=[O:6])[CH3:22])=[CH:17][CH:16]=1)([O-:14])=[O:13] |f:0.1|. Procedure details: 1.18 g of sodium hydride (60% and oily) was suspended in 20 ml of dimethyl sulfoxide, and 3.9 g of dimethyl malonate was added dropwise thereto under ice cooling. After the addition, the temperature of the reaction solution was elevated to room temperature, and 3.4 g of 1-(4-nitrophenyl)ethyl bromide synthesized in the above-mentioned section (1) was added thereto, followed by stirring at room temperature for 20 hours in an atmosphere which was shielded from light. The resulting reaction mixture...